This data is from the Open Reaction Database (ORD), a public repository of structured organic reaction records. The task is: describe an organic reaction: reactants, conditions, products, and yield Starting materials: ClC1=CC=C(N)C=C1 (4-chloroaniline), N1C(=NC=C1)C=O (2-imidazole-carboxaldehyde). The product is ClC1=CC=C(C=C1)NCC=1NC=CN1 (N-(4-Chlorophenyl)-N-[(1H-imidazol-2yl)methyl]amine). Yield: 72.0%. RXN SMILES: [Cl:1][C:2]1[CH:8]=[CH:7][C:5]([NH2:6])=[CH:4][CH:3]=1.[NH:9]1[CH:13]=[CH:12][N:11]=[C:10]1[CH:14]=O>>[Cl:1][C:2]1[CH:8]=[CH:7][C:5]([NH:6][CH2:14][C:10]2[NH:9][CH:13]=[CH:12][N:11]=2)=[CH:4][CH:3]=1. Procedure details: The title compound was prepared from 4-chloroaniline and 2-imidazole-carboxaldehyde by the same procedure as described in Example 24, part A. The residue was crystallized from ethyl acetate to afford the title compound (1.56 g, 72%) as an off white solid. Reactants: C(CCCCCCC)C=1N(C2=C(C=NC=3C=CC=CC23)N1)CCOCC#C (2-octyl-1-[2-(prop-2-ynyloxy)ethyl]-1H-imidazo[4,5-c]quinoline), IC1=CC=CC=C1 (iodobenzene). Run at time 45 minute. Yields the product C(CCCCCCC)C=1N(C2=C(C=NC=3C=CC=CC23)N1)CCOCC#CC1=CC=CC=C1 (2-octyl-1-{2-[(3-phenylprop-2-ynyl)oxy]ethyl}-1H-imidazo[4,5-c]quinoline). Yield: 71.7%. Reaction SMILES: [CH2:1]([C:9]1[N:10]([CH2:22][CH2:23][O:24][CH2:25][C:26]#[CH:27])[C:11]2[C:20]3[CH:19]=[CH:18][CH:17]=[CH:16][C:15]=3[N:14]=[CH:13][C:12]=2[N:21]=1)[CH2:2][CH2:3][CH2:4][CH2:5][CH2:6][CH2:7][CH3:8].I[C:29]1[CH:34]=[CH:33][CH:32]=[CH:31][CH:30]=1>>[CH2:1]([C:9]1[N:10]([CH2:22][CH2:23][O:24][CH2:25][C:26]#[C:27][C:29]2[CH:34]=[CH:33][CH:32]=[CH:31][CH:30]=2)[C:11]2[C:20]3[CH:19]=[CH:18][CH:17]=[CH:16][C:15]=3[N:14]=[CH:13][C:12]=2[N:21]=1)[CH2:2][CH2:3][CH2:4][CH2:5][CH2:6][CH2:7][CH3:8]. Procedure: Using the general method of Example 12 Part A, 2-octyl-1-[2-(prop-2-ynyloxy)ethyl]-1H-imidazo[4,5-c]quinoline (4.84 g, 13.32 mmol) was reacted with iodobenzene (1.7 mL, 14.65 mmol) at 40° C. After 45 minutes the reaction was judged complete. The volatiles were removed under reduced pressure and the resulting oil purified by chromatography over silica gel (98/2 (dichloromethane/methanol) to provide 4.2 g of 2-octyl-1-{2-[(3-phenylprop-2-ynyl)oxy]ethyl}-1H-imidazo[4,5-c]quinoline as a pale yellow ... Reactants: O=CC[C@@H]1C=2C=3C(=NC=NC3SC2CC1)NC1CCC(CC1)NC(OC(C)(C)C)=O (tert-butyl N-(4-[[(3R)-3-(2-oxoethyl)-7-thia-9,11-diazatricyclo[6.4.0.0[2,6]]dodeca-1(8),2(6),9,11-tetraen-12-yl]amino]cyclohexyl)carbamate), O=CC[C@@H]1C=2C=3C(=NC=NC3SC2CC1)NC1CCC(CC1)NC(OC(C)(C)C)=O (tert-butyl N-(4-[[(3R)-3-(2-oxoethyl)-7-thia-9,11-diazatricyclo[6.4.0.0[2,6]]dodeca-1(8),2(6),9,11-tetraen-12-yl]amino]cyclohexyl)carbamate), C[Mg+].[Br-] (CH3MgBr). The solvent is O1CCCC1 (tetrahydrofuran). Reaction conditions: temperature 0 celsius, time 2 hour. The product is OC(C[C@@H]1C=2C=3C(=NC=NC3SC2CC1)NC1CCC(CC1)NC(OC(C)(C)C)=O)C (racemic tert-butyl N-(4-[[(3R)-3-(2-hydroxypropyl)-7-thia-9,11-diazatricyclo[6.4.0.0[2,6]]dodeca-1(8),2(6),9,11-tetraen-12-yl]amino]cyclohexyl)carbamate). Yield: 42.0%. Reaction SMILES: [O:1]=[CH:2][CH2:3][C@H:4]1[CH2:15][CH2:14][C:13]2[S:12][C:11]3[N:10]=[CH:9][N:8]=[C:7]([NH:16][CH:17]4[CH2:22][CH2:21][CH:20]([NH:23][C:24](=[O:30])[O:25][C:26]([CH3:29])([CH3:28])[CH3:27])[CH2:19][CH2:18]4)[C:6]=3[C:5]1=2.[CH3:31][Mg+].[Br-]>O1CCCC1>[OH:1][CH:2]([CH3:31])[CH2:3][C@H:4]1[CH2:15][CH2:14][C:13]2[S:12][C:11]3[N:10]=[CH:9][N:8]=[C:7]([NH:16][CH:17]4[CH2:18][CH2:19][CH:20]([NH:23][C:24](=[O:30])[O:25][C:26]([CH3:27])([CH3:29])[CH3:28])[CH2:21][CH2:22]4)[C:6]=3[C:5]1=2 |f:1.2|. Procedure: For the preparation of the starting material compound 26.3, see Example 26. Into a 50-mL 3-necked round-bottom flask, purged and maintained with an inert atmosphere of nitrogen, was placed a solution of tert-butyl N-(4-[[(3R)-3-(2-oxoethyl)-7-thia-9,11-diazatricyclo[6.4.0.0[2,6]]dodeca-1(8),2(6),9,11-tetraen-12-yl]amino]cyclohexyl)carbamate (250 mg, 0.58 mmol, 1.00 equiv) in freshly distilled tetrahydrofuran (10 mL) at 0° C. under nitrogen. The CH3MgBr (1.0 M in THF, 2.9 mL, 5.0 equiv) was added...